This data is from the Open Reaction Database (ORD), a public repository of structured organic reaction records. The task is: describe an organic reaction: reactants, conditions, products, and yield Starting materials: C(#C)C1=CC=CC2=CC=CC=C12 (ethynylnaphthalene), C(CCC)[Li] (n-butyl lithium), BrCCCCCCCCCC (bromodecane), CC(C)([O-])C.[K+] (potassium tert-butoxide). The solvent is CCCCCC (hexane), O1CCCC1 (tetrahydrofuran), O (water), O1CCCC1 (tetrahydrofuran), C(C)OCC (diethyl ether). Run at temperature -80 celsius, time 1 hour. Product: C(#C)C1=C(C=CC2=CC=CC=C12)CCCCCCCCCC (1-ethynyl-2-n-decylnaphthalene). Yield: 35.9%. As a reaction SMILES: [C:1]([C:3]1[C:12]2[C:7](=[CH:8][CH:9]=[CH:10][CH:11]=2)[CH:6]=[CH:5][CH:4]=1)#[CH:2].C([Li])CCC.CC(C)([O-])C.[K+].Br[CH2:25][CH2:26][CH2:27][CH2:28][CH2:29][CH2:30][CH2:31][CH2:32][CH2:33][CH3:34]>O.C(OCC)C.O1CCCC1.CCCCCC>[C:1]([C:3]1[C:12]2[C:7](=[CH:8][CH:9]=[CH:10][CH:11]=2)[CH:6]=[CH:5][C:4]=1[CH2:25][CH2:26][CH2:27][CH2:28][CH2:29][CH2:30][CH2:31][CH2:32][CH2:33][CH3:34])#[CH:2] |f:2.3|. Procedure details: To 25 mL of a tetrahydrofuran solution of 3.05 g of ethynylnaphthalene was added 27.5 mL of a 1.6 mol/L hexane solution of n-butyl lithium at −50° C. under a nitrogen atmosphere, and the mixture was cooled to −80° C., and then 15 mL of a tetrahydrofuran solution of 2.25 g of potassium tert-butoxide was added thereto. After stirring at −80° C. for 1 hour, the temperature was raised up to 5° C. At −70° C., 4.42 g of bromodecane was dropped to the resulting solution, and stirred at 20° C. for 2 hou...